From a dataset of the Open Reaction Database (ORD), a public repository of structured organic reaction records. describe an organic reaction: reactants, conditions, products, and yield Starting materials: O=C(O)C1(c2cccc(Br)c2)CC1, CO, Cl. The product is COC(=O)C1(c2cccc(Br)c2)CC1. RXN SMILES: [Br:1][c:2]1[cH:3][c:4]([C:8]2([C:11](=[O:12])[OH:13])[CH2:9][CH2:10]2)[cH:5][cH:6][cH:7]1.[CH3:15][OH:16].[ClH:14]>>[Br:1][c:2]1[cH:3][c:4]([C:8]2([C:11](=[O:12])[O:13][CH3:15])[CH2:9][CH2:10]2)[cH:5][cH:6][cH:7]1.